Task: describe an organic reaction: reactants, conditions, products, and yield. Dataset: the Open Reaction Database (ORD), a public repository of structured organic reaction records Reactants: BrC1=CC=C(C=C1)C1=COC2=C1C=CC(=C2)O (3-(4-bromo-phenyl)-benzofuran-6-ol), BrCCCCCCBr (1,6-dibromohexane), BrCCCCCCOC1=CC2=C(C(=CO2)C2=CC=C(C=C2)Br)C=C1 (6-(6-bromo-hexyloxy)-3-(4-bromo-phenyl)-benzofuran), C(C=C)NC (N-allyl-methyl-amine). Yields the product C(C=C)N(C)CCCCCCOC1=CC2=C(C(=CO2)C2=CC=C(C=C2)Br)C=C1 (allyl-[6-[3-(4-bromo-phenyl)-benzofuran-6-yloxy]-hexyl]-methyl-amine). As a reaction SMILES: BrC1C=CC(C2C3C=CC(O)=CC=3OC=2)=CC=1.BrCCCCCCBr.Br[CH2:27][CH2:28][CH2:29][CH2:30][CH2:31][CH2:32][O:33][C:34]1[CH:49]=[CH:48][C:37]2[C:38]([C:41]3[CH:46]=[CH:45][C:44]([Br:47])=[CH:43][CH:42]=3)=[CH:39][O:40][C:36]=2[CH:35]=1.[CH2:50]([NH:53][CH3:54])[CH:51]=[CH2:52]>>[CH2:50]([N:53]([CH2:27][CH2:28][CH2:29][CH2:30][CH2:31][CH2:32][O:33][C:34]1[CH:49]=[CH:48][C:37]2[C:38]([C:41]3[CH:46]=[CH:45][C:44]([Br:47])=[CH:43][CH:42]=3)=[CH:39][O:40][C:36]=2[CH:35]=1)[CH3:54])[CH:51]=[CH2:52]. Procedure details: Analogously to Example 18d, from 3-(4-bromo-phenyl)-benzofuran-6-ol and 1,6-dibromohexane via 6-(6-bromo-hexyloxy)-3-(4-bromo-phenyl)-benzofuran and by reaction with N-allyl-methyl-amine there is obtained allyl-[6-[3-(4-bromo-phenyl)-benzofuran-6-yloxy]-hexyl]-methyl-amine which is converted into the fumarate, MS: m/e 442 (M+H+, 1 Br). Reactants: CCOC(=O)CCCBr, [H-], [Na+], CN(C)C=O, CC(=O)CCc1ccc(O)cc1. The product is CCOC(=O)CCCOc1ccc(CCC(C)=O)cc1. As a reaction SMILES: [Br:15][CH2:16][CH2:17][CH2:18][C:19](=[O:20])[O:21][CH2:22][CH3:23].[H-:1].[Na+:2].[O:24]=[CH:25][N:26]([CH3:27])[CH3:28].[OH:3][c:4]1[cH:5][cH:6][c:7]([CH2:10][CH2:11][C:12]([CH3:13])=[O:14])[cH:8][cH:9]1>>[O:3]([c:4]1[cH:5][cH:6][c:7]([CH2:10][CH2:11][C:12]([CH3:13])=[O:14])[cH:8][cH:9]1)[CH2:16][CH2:17][CH2:18][C:19](=[O:20])[O:21][CH2:22][CH3:23]. The reactants are BrC=1C(=NC=C(C(=O)NC2=CC=C(C=C2)OC(F)(F)F)C1)N1CC(C1)(C)O (5-bromo-6-(3-hydroxy-3-methylazetidin-1-yl)-N-(4-(trifluoromethoxy)phenyl)nicotinamide), ClC1=NC=C(C=C1F)B1OC(C(O1)(C)C)(C)C (2-chloro-3-fluoro-5-(4,4,5,5-tetramethyl-1,3,2-dioxaborolan-2-yl)pyridine). The product is ClC1=C(C=C(C=N1)C=1C(=NC=C(C1)C(=O)NC1=CC=C(C=C1)OC(F)(F)F)N1CC(C1)(C)O)F (6′-Chloro-5′-fluoro-2-(3-hydroxy-3-methylazetidin-1-yl)-N-(4-(trifluoromethoxy)phenyl)-[3,3′-bipyridine]-5-carboxamide). As a reaction SMILES: Br[C:2]1[C:3]([N:22]2[CH2:25][C:24]([OH:27])([CH3:26])[CH2:23]2)=[N:4][CH:5]=[C:6]([CH:21]=1)[C:7]([NH:9][C:10]1[CH:15]=[CH:14][C:13]([O:16][C:17]([F:20])([F:19])[F:18])=[CH:12][CH:11]=1)=[O:8].[Cl:28][C:29]1[C:34]([F:35])=[CH:33][C:32](B2OC(C)(C)C(C)(C)O2)=[CH:31][N:30]=1>>[Cl:28][C:29]1[N:30]=[CH:31][C:32]([C:2]2[C:3]([N:22]3[CH2:25][C:24]([OH:27])([CH3:26])[CH2:23]3)=[N:4][CH:5]=[C:6]([C:7]([NH:9][C:10]3[CH:11]=[CH:12][C:13]([O:16][C:17]([F:18])([F:20])[F:19])=[CH:14][CH:15]=3)=[O:8])[CH:21]=2)=[CH:33][C:34]=1[F:35]. Reported procedure: The title compound was prepared in an analogous fashion to that described in Example 53 using 5-bromo-6-(3-hydroxy-3-methylazetidin-1-yl)-N-(4-(trifluoromethoxy)phenyl)nicotinamide (Stage 128.1) and 2-chloro-3-fluoro-5-(4,4,5,5-tetramethyl-1,3,2-dioxaborolan-2-yl)pyridine. HPLC (Condition 4) tR=5.74 min, UPLC-MS (Condition 3) tR=1.16 min, m/z=497.2 [M+H]+; 1H-NMR (400 MHz, DMSO-d6) δ ppm 1.30 (s, 3H) 3.60 (s, 4H) 5.48 (s, 1H) 7.34 (d, J=8.99 Hz, 2H) 7.83 (d, J=8.99 Hz, 2H) 8.00-8.15 (m, 2H) 8.38... Starting materials: CCOC(C)=O, CCOCC, O=C(Cl)Cl, O=C(OC(Cl)(Cl)Cl)OC(Cl)(Cl)Cl, ClCCl, Cl, [H-], CC(C)(C)OC(=O)n1cc(C(=O)CN)c2ccccc21, CC(C)(C)OC(=O)n1cc(C(=O)CN)c2ccccc21, [Na+], c1ccncc1. Yields the product CC(C)(C)OC(=O)n1cc(C(=O)CN=C=O)c2ccccc21. RXN SMILES: [CH3:60][CH2:61][O:62][C:63](=[O:64])[CH3:65].[CH3:66][CH2:67][O:68][CH2:69][CH3:70].[Cl:44][C:45](=[O:46])[Cl:47].[Cl:48][C:49]([Cl:50])([O:51][C:52](=[O:53])[O:54][C:55]([Cl:56])([Cl:57])[Cl:58])[Cl:59].[Cl:71][CH2:72][Cl:73].[ClH:23].[H-:21].[NH2:1][CH2:2][C:3](=[O:4])[c:5]1[cH:6][n:7]([C:14](=[O:15])[O:16][C:17]([CH3:18])([CH3:19])[CH3:20])[c:8]2[cH:9][cH:10][cH:11][cH:12][c:13]12.[NH2:24][CH2:25][C:26](=[O:27])[c:28]1[c:29]2[c:30]([cH:31][cH:32][cH:33][cH:34]2)[n:35]([C:36]([O:37][C:38]([CH3:39])([CH3:40])[CH3:41])=[O:42])[cH:43]1.[Na+:22].[cH:74]1[cH:75][cH:76][n:77][cH:78][cH:79]1>>[N:1]([CH2:2][C:3](=[O:4])[c:5]1[cH:6][n:7]([C:14](=[O:15])[O:16][C:17]([CH3:18])([CH3:19])[CH3:20])[c:8]2[cH:9][cH:10][cH:11][cH:12][c:13]12)=[C:26]=[O:27]. The reactants are CC(C)CC(O)C(=O)NC1(C#N)CCN(Cc2ccccc2)C1, C1CCOC1, CN1CCOCC1, CN(C)c1ccncc1, CCOC(C)=O, O=C(Cl)Oc1ccc([N+](=O)[O-])cc1, NCc1ccccc1. The product is CC(C)CC(OC(=O)NCc1ccccc1)C(=O)NC1(C#N)CCN(Cc2ccccc2)C1. Reaction SMILES: [CH2:1]([c:2]1[cH:3][cH:4][cH:5][cH:6][cH:7]1)[N:8]1[CH2:9][C:10]([C:13]#[N:14])([NH:15][C:16]([CH:17]([CH2:18][CH:19]([CH3:20])[CH3:21])[OH:22])=[O:23])[CH2:11][CH2:12]1.[CH2:52]1[O:53][CH2:54][CH2:55][CH2:56]1.[CH3:37][N:38]1[CH2:39][CH2:40][O:41][CH2:42][CH2:43]1.[CH3:57][N:58]([c:59]1[cH:60][cH:61][n:62][cH:63][cH:64]1)[CH3:65].[CH3:66][CH2:67][O:68][C:69]([CH3:70])=[O:71].[Cl:24][C:25](=[O:26])[O:27][c:28]1[cH:29][cH:30][c:31]([N+:32]([O-:33])=[O:34])[cH:35][cH:36]1.[NH2:44][CH2:45][c:46]1[cH:47][cH:48][cH:49][cH:50][cH:51]1>>[CH2:1]([c:2]1[cH:3][cH:4][cH:5][cH:6][cH:7]1)[N:8]1[CH2:9][C:10]([C:13]#[N:14])([NH:15][C:16]([CH:17]([CH2:18][CH:19]([CH3:20])[CH3:21])[O:22][C:25](=[O:26])[NH:44][CH2:45][c:46]2[cH:47][cH:48][cH:49][cH:50][cH:51]2)=[O:23])[CH2:11][CH2:12]1. Starting materials: CC(=O)NC1Cc2ccccc2C1, O=S(=O)(O)Cl, O. The product is CC(=O)NC1Cc2ccc(S(=O)(=O)Cl)cc2C1. RXN SMILES: [C:1]([CH3:2])(=[O:3])[NH:4][CH:5]1[CH2:6][c:7]2[cH:8][cH:9][cH:10][cH:11][c:12]2[CH2:13]1.[Cl:14][S:15](=[O:16])(=[O:17])[OH:18].[OH2:19]>>[C:1]([CH3:2])(=[O:3])[NH:4][CH:5]1[CH2:6][c:7]2[cH:8][cH:9][c:10]([S:15]([Cl:14])(=[O:16])=[O:17])[cH:11][c:12]2[CH2:13]1. The reactants are CN(CCCOC(=O)N1CCCOC2=C1C=CC(=C2)N)C (3-amino-7,8-dihydro-6H-5-oxa-9-aza-benzocycloheptene-9-carboxylic acid 3-dimethylamino-propyl ester), ClC1=NC=C(C(=N1)NC1=C(C(=O)NC)C=CC=C1F)Cl (2-(2,5-dichloro-pyrimidin-4-ylamino)-3-fluoro-N-methyl-benzamide). RXN SMILES: [CH3:1][N:2]([CH3:21])[CH2:3][CH2:4][CH2:5][O:6][C:7]([N:9]1[C:15]2[CH:16]=[CH:17][C:18]([NH2:20])=[CH:19][C:14]=2[O:13][CH2:12][CH2:11][CH2:10]1)=[O:8].Cl[C:23]1[N:28]=[C:27]([NH:29][C:30]2[C:39]([F:40])=[CH:38][CH:37]=[CH:36][C:31]=2[C:32]([NH:34][CH3:35])=[O:33])[C:26]([Cl:41])=[CH:25][N:24]=1>>[CH3:21][N:2]([CH3:1])[CH2:3][CH2:4][CH2:5][O:6][C:7]([N:9]1[C:15]2[CH:16]=[CH:17][C:18]([NH:20][C:23]3[N:28]=[C:27]([NH:29][C:30]4[C:31]([C:32](=[O:33])[NH:34][CH3:35])=[CH:36][CH:37]=[CH:38][C:39]=4[F:40])[C:26]([Cl:41])=[CH:25][N:24]=3)=[CH:19][C:14]=2[O:13][CH2:12][CH2:11][CH2:10]1)=[O:8]. Procedure: 3-[5-Chloro-4-(2-fluoro-6-methylcarbamoyl-phenylamino)-pyrimidin-2-ylamino]-7,8-dihydro-6H-5-oxa-9-aza-benzocycloheptene-9-carboxylic acid 3-dimethylamino-propyl ester was prepared from 3-amino-7,8-dihydro-6H-5-oxa-9-aza-benzocycloheptene-9-carboxylic acid 3-dimethylamino-propyl ester and 2-(2,5-dichloro-pyrimidin-4-ylamino)-3-fluoro-N-methyl-benzamide in an analogous manner to Example 1410. Product isolated as a yellow foam (35 mg, 21%). LCMS (m/e) 572 (M+H); 1H-NMR (d6-DMSO, 400 MHz) δ 9.48-9.... Yield: 21.0%. The product is CN(CCCOC(=O)N1CCCOC2=C1C=CC(=C2)NC2=NC=C(C(=N2)NC2=C(C=CC=C2C(NC)=O)F)Cl)C (3-[5-Chloro-4-(2-fluoro-6-methylcarbamoyl-phenylamino)-pyrimidin-2-ylamino]-7,8-dihydro-6H-5-oxa-9-aza-benzocycloheptene-9-carboxylic acid 3-dimethylamino-propyl ester), foam.